Dataset: the Open Reaction Database (ORD), a public repository of structured organic reaction records. Task: describe an organic reaction: reactants, conditions, products, and yield Reaction conditions: temperature 0 celsius. Solvent: O (water). Starting materials: N[C@@H](CO)C ((R)-2-aminopropan-1-ol), C[C@H]1OC1 ((R)-2-methyloxirane). Yields the product O[C@@H](CN[C@@H](CO)C)C ((R)-2-((R)-2-hydroxypropylamino)propan-1-ol). Procedure: To a mixture of (R)-2-aminopropan-1-ol (15 g, 200 mmol) in 200 mL water stirred at 0° C. was added (R)-2-methyloxirane (13 g, 220 mmol) dropwise using a syringe pump over 3 h. The mixture was stirred at 0° C.—RT over 4 h. The mixture was concentrated in vacuo with to remove water. The mixture was vacuum distilled to remove the unreacted alaninol at first (60° C. fraction), then collected the 110-115° C. fraction to give the (R)-2-((R)-2-hydroxypropylamino)propan-1-ol as a sticky pale yellow oil. As a reaction SMILES: [NH2:1][C@H:2]([CH3:5])[CH2:3][OH:4].[CH3:6][C@@H:7]1[CH2:9][O:8]1>O>[OH:8][C@H:7]([CH3:9])[CH2:6][NH:1][C@H:2]([CH3:5])[CH2:3][OH:4].